From a dataset of the Open Reaction Database (ORD), a public repository of structured organic reaction records. describe an organic reaction: reactants, conditions, products, and yield The reactants are F[C@@]12[C@]3(C=CC(C=C3CC[C@H]1[C@@H]1CC=C([C@@]1(C)C[C@@H]2O)SC)=O)C (9-fluoro-11β-hydroxy-17-(methylthio)androsta-1,4,16-trien-3-one), C1(=CC=C(C=C1)SCl)C (p-toluenesulfenyl chloride). Solvent: ClCCl (dichloromethane). The product is F[C@@]12[C@]3(C=CC(C=C3CC[C@H]1[C@@H]1CC(=C([C@@]1(C)C[C@@H]2O)SC)SC2=CC=C(C=C2)C)=O)C ((11β)-9-Fluoro-11-hydroxy-16-[(4-methylphenyl)thio]-17-(methylthio)androsta-1,4,16-trien-3-one). Yield: 106.9%. As a reaction SMILES: [F:1][C@:2]12[C@@H:19]([OH:20])[CH2:18][C@@:16]3([CH3:17])[C@@H:12]([CH2:13][CH:14]=[C:15]3[S:21][CH3:22])[C@@H:11]1[CH2:10][CH2:9][C:8]1[C@:3]2([CH3:24])[CH:4]=[CH:5][C:6](=[O:23])[CH:7]=1.[C:25]1([CH3:33])[CH:30]=[CH:29][C:28]([S:31]Cl)=[CH:27][CH:26]=1>ClCCl>[F:1][C@:2]12[C@@H:19]([OH:20])[CH2:18][C@@:16]3([CH3:17])[C@@H:12]([CH2:13][C:14]([S:31][C:28]4[CH:29]=[CH:30][C:25]([CH3:33])=[CH:26][CH:27]=4)=[C:15]3[S:21][CH3:22])[C@@H:11]1[CH2:10][CH2:9][C:8]1[C@:3]2([CH3:24])[CH:4]=[CH:5][C:6](=[O:23])[CH:7]=1. Procedure: A solution of 900 mg of 9-fluoro-11β-hydroxy-17-(methylthio)androsta-1,4,16-trien-3-one in 900 ml of dichloromethane is stirred with 500 mg of p-toluenesulfenyl chloride at room temperature under a nitrogen atmosphere for about 16 hours. The resulting solution is washed with water, dried over anhydrous Na2SO4 and evaporated in vacuo to give 1.3 g of a solid, which is dissolved in chloroform-hexane (3:2) and chromatographed on a 50 g-silica gel column. Elution with chloroform-hexane (3:2) gives 9... The reactants are C(CCCCCCCCCCCCC)OC1=CC=C(C(=O)N)C=C1 (4-(Tetradecyloxy)benzamide), [H-].[Al+3].[Li+].[H-].[H-].[H-] (lithium aluminum hydride), S(=O)(=O)([O-])[O-].[Na+].[Na+] (sodium sulfate). The solvent is O1CCCC1 (tetrahydrofuran), O1CCCC1 (tetrahydrofuran). Run at time 20 hour. Product: C(CCCCCCCCCCCCC)OC1=CC=C(C=C1)CN (4-(Tetradecyloxy)benzenemethanamine). Isolated yield 96.5%. As a reaction SMILES: [H-].[Al+3].[Li+].[H-].[H-].[H-].[CH2:7]([O:21][C:22]1[CH:30]=[CH:29][C:25]([C:26]([NH2:28])=O)=[CH:24][CH:23]=1)[CH2:8][CH2:9][CH2:10][CH2:11][CH2:12][CH2:13][CH2:14][CH2:15][CH2:16][CH2:17][CH2:18][CH2:19][CH3:20].S([O-])([O-])(=O)=O.[Na+].[Na+]>O1CCCC1>[CH2:7]([O:21][C:22]1[CH:30]=[CH:29][C:25]([CH2:26][NH2:28])=[CH:24][CH:23]=1)[CH2:8][CH2:9][CH2:10][CH2:11][CH2:12][CH2:13][CH2:14][CH2:15][CH2:16][CH2:17][CH2:18][CH2:19][CH3:20] |f:0.1.2.3.4.5,7.8.9|. Procedure: To a room temperature mixture of 3.64 g of lithium aluminum hydride in 300 ml of dry tetrahydrofuran is added a hot solution of 15.98 g of product from Example 98 in 150 ml of tetrahydrofuran. The reaction is stirred at room temperature for 20 hours, refluxed for 8 hours and stirred at room temperature for 50 hours. The reaction is treated with saturated sodium sulfate, filtered and concentrated to give 14.77 g of the desired product as colorless crystals. Reactants: [Br-], C[Mg+], CCOC(=O)c1cc(C=O)cc(C(=O)OCC)c1. Yields the product CCOC(=O)c1cc(C(=O)OCC)cc(C(C)O)c1. RXN SMILES: [Br-:19].[CH3:20][Mg+:21].[CH:1](=[O:2])[c:3]1[cH:4][c:5]([C:14](=[O:15])[O:16][CH2:17][CH3:18])[cH:6][c:7]([C:8](=[O:9])[O:10][CH2:11][CH3:12])[cH:13]1>>[CH:1]([OH:2])([c:3]1[cH:4][c:5]([C:14](=[O:15])[O:16][CH2:17][CH3:18])[cH:6][c:7]([C:8](=[O:9])[O:10][CH2:11][CH3:12])[cH:13]1)[CH3:20]. The reactants are ClC=1C(=CC(=C(C(=O)O)C1)F)F (5-chloro-2,4-difluorobenzoic acid), [OH-].[Na+] (sodium hydroxide), CN1C(CCC1)=O (1-methyl-2-pyrrolidone), CN1C(CCC1)=O (1-methyl-2-pyrrolidone). Solvent: O (water). Conditions: temperature 130 celsius, time 3 hour. Product: ClC1=C(C=C(C(C(=O)O)=C1)O)F (5-chloro-4-fluorosalicylic acid). Isolated yield 92.1%. As a reaction SMILES: [Cl:1][C:2]1[C:3]([F:12])=[CH:4][C:5](F)=[C:6]([CH:10]=1)[C:7]([OH:9])=[O:8].[OH-].[Na+].CN1CCCC1=[O:21]>O>[Cl:1][C:2]1[CH:10]=[C:6]([C:7]([OH:9])=[O:8])[C:5]([OH:21])=[CH:4][C:3]=1[F:12] |f:1.2|. Procedure details: 1.93 g (0.01 mole) of 5-chloro-2,4-difluorobenzoic acid, 1.62 g (0.04 mole) of powdery 99% sodium hydroxide and 20 ml of 1-methyl-2-pyrrolidone were fed into a 100-ml four-necked flask provided with a thermometer, a stirrer and a reflux condenser. The mixture was stirred at 130° C. for 3 hours to give rise to a reaction. After the completion of the reaction, part of 1-methyl-2-pyrrolidone was recovered. The resulting reaction mixture was diluted with 500 ml of water and then subjected to precipi... Starting materials: ClC1=NC=CC(=C1)C#C[Si](C)(C)C (2-Chloro-4-trimethylsilanylethynyl-pyridine), ClC1=NC=C(C=C1)N1C(=NC(=C1)I)C(C)C (2-Chloro-5-(4-iodo-2-isopropyl-imidazol-1-yl)-pyridine). Product: ClC1=NC=CC(=C1)C#CC=1N=C(N(C1)C=1C=NC(=CC1)Cl)C(C)C (2-Chloro-4-[1-(6-chloro-pyridin-3-yl)-2-isopropyl-1H-imidazol-4-ylethynyl]-pyrdine). As a reaction SMILES: [Cl:1][C:2]1[CH:7]=[C:6]([C:8]#[C:9][Si](C)(C)C)[CH:5]=[CH:4][N:3]=1.[Cl:14][C:15]1[CH:20]=[CH:19][C:18]([N:21]2[CH:25]=[C:24](I)[N:23]=[C:22]2[CH:27]([CH3:29])[CH3:28])=[CH:17][N:16]=1>>[Cl:1][C:2]1[CH:7]=[C:6]([C:8]#[C:9][C:24]2[N:23]=[C:22]([CH:27]([CH3:29])[CH3:28])[N:21]([C:18]3[CH:17]=[N:16][C:15]([Cl:14])=[CH:20][CH:19]=3)[CH:25]=2)[CH:5]=[CH:4][N:3]=1. Reported procedure: The title compound, MS: m/e=358.1 (M+H+), was prepared in accordance with the general method of example B, step 2, from 2-Chloro-4-trimethylsilanylethynyl-pyridine and 2-Chloro-5-(4-iodo-2-isopropyl-imidazol-1-yl)-pyridine.